Dataset: the Open Reaction Database (ORD), a public repository of structured organic reaction records. Task: describe an organic reaction: reactants, conditions, products, and yield The reactants are C1CCOC1, CC(C)[N-]C(C)C, O=C(Cl)CCC1CCCC1, [Li+], [N-]=[N+]=NCC(=O)c1ccccc1, O. Product: [N-]=[N+]=NC=C(OC(=O)CCC1CCCC1)c1ccccc1. Reaction SMILES: [CH2:32]1[O:33][CH2:34][CH2:35][CH2:36]1.[CH3:14][CH:15]([N-:16][CH:17]([CH3:18])[CH3:19])[CH3:20].[CH:21]1([CH2:26][CH2:27][C:28](=[O:29])[Cl:30])[CH2:22][CH2:23][CH2:24][CH2:25]1.[Li+:13].[N:1](=[N+:2]=[N-:3])[CH2:4][C:5](=[O:6])[c:7]1[cH:8][cH:9][cH:10][cH:11][cH:12]1.[OH2:31]>>[N:1](=[N+:2]=[N-:3])[CH:4]=[C:5]([O:6][C:28]([CH2:27][CH2:26][CH:21]1[CH2:22][CH2:23][CH2:24][CH2:25]1)=[O:29])[c:7]1[cH:8][cH:9][cH:10][cH:11][cH:12]1. Reactants: COC(=N)NC(=O)OCc1ccccc1, CCO, O=S(=O)(O)O. Yields the product CCOC(=N)NC(=O)OCc1ccccc1. As a reaction SMILES: [CH2:1]([c:2]1[cH:3][cH:4][cH:5][cH:6][cH:7]1)[O:8][C:9](=[O:10])[NH:11][C:12]([O:13][CH3:14])=[NH:15].[CH3:21][CH2:22][OH:23].[S:16](=[O:17])(=[O:18])([OH:19])[OH:20]>>[CH2:1]([c:2]1[cH:3][cH:4][cH:5][cH:6][cH:7]1)[O:8][C:9](=[O:10])[NH:11][C:12]([O:13][CH2:14][CH3:21])=[NH:15].